From a dataset of the Open Reaction Database (ORD), a public repository of structured organic reaction records. describe an organic reaction: reactants, conditions, products, and yield Starting materials: C1(=C(C=CC=C1)C=1C=C2C(NC(=NC2=CC1)N1N=CC(=C1)C(=O)OCC)=O)C (ethyl 1-(6-(o-tolyl)-4-oxo-3,4-dihydroquinazolin-2-yl)-1H-pyrazole-4-carboxylate), N1CCOCC1 (morpholine). Yields the product O1CCN(CC1)C1=NC(=NC2=CC=C(C=C12)C1=C(C=CC=C1)C)N1N=CC(=C1)C(=O)O (1-(4-Morpholino-6-(o-tolyl)quinazolin-2-yl)-1H-pyrazole-4-carboxylic acid). RXN SMILES: [C:1]1([CH3:28])[CH:6]=[CH:5][CH:4]=[CH:3][C:2]=1[C:7]1[CH:8]=[C:9]2[C:14](=[CH:15][CH:16]=1)[N:13]=[C:12]([N:17]1[CH:21]=[C:20]([C:22]([O:24]CC)=[O:23])[CH:19]=[N:18]1)[NH:11][C:10]2=O.[NH:29]1[CH2:34][CH2:33][O:32][CH2:31][CH2:30]1>>[O:32]1[CH2:33][CH2:34][N:29]([C:10]2[C:9]3[C:14](=[CH:15][CH:16]=[C:7]([C:2]4[CH:3]=[CH:4][CH:5]=[CH:6][C:1]=4[CH3:28])[CH:8]=3)[N:13]=[C:12]([N:17]3[CH:21]=[C:20]([C:22]([OH:24])=[O:23])[CH:19]=[N:18]3)[N:11]=2)[CH2:30][CH2:31]1. Reported procedure: The above compound may be made analogous to Example 1 using ethyl 1-(6-(o-tolyl)-4-oxo-3,4-dihydroquinazolin-2-yl)-1H-pyrazole-4-carboxylate in step D and morpholine in step E. MS (ESI/CI): predicted mass C23H21N5O3, 415.2. Reactants: Cc1ccccc1, O=COc1cn(S(=O)(=O)c2ccccc2)c2ncccc12, CC(C)(C)OC(=O)N1CCNCC1, Cc1ccc(S(=O)(=O)O)cc1. Product: CC(C)(C)OC(=O)N1CCN(c2cn(S(=O)(=O)c3ccccc3)c3ncccc23)CC1. Reaction SMILES: [CH3:46][c:47]1[cH:48][cH:49][cH:50][cH:51][cH:52]1.[CH:1]([O:2][c:4]1[cH:5][n:6]([S:13](=[O:14])(=[O:15])[c:16]2[cH:17][cH:18][cH:19][cH:20][cH:21]2)[c:7]2[n:8][cH:9][cH:10][cH:11][c:12]12)=[O:3].[N:22]1([C:28](=[O:29])[O:30][C:31]([CH3:32])([CH3:33])[CH3:34])[CH2:23][CH2:24][NH:25][CH2:26][CH2:27]1.[c:35]1([CH3:36])[cH:37][cH:38][c:39]([S:40]([OH:41])(=[O:42])=[O:43])[cH:44][cH:45]1>>[c:4]1([N:25]2[CH2:24][CH2:23][N:22]([C:28](=[O:29])[O:30][C:31]([CH3:32])([CH3:33])[CH3:34])[CH2:27][CH2:26]2)[cH:5][n:6]([S:13](=[O:14])(=[O:15])[c:16]2[cH:17][cH:18][cH:19][cH:20][cH:21]2)[c:7]2[n:8][cH:9][cH:10][cH:11][c:12]12. The reactants are C1(CC1)C(CC)NC1=NC=CC(=C1[N+](=O)[O-])C1=C(C=C(C=C1)Cl)Cl ((1-Cyclopropyl-propyl)-[4-(2,4-dichloro-phenyl)-3-nitro-pyridin-2-yl]-amine), [O-]S(=O)S(=O)[O-].[Na+].[Na+] (Na2S2O4). Product: C1(CC1)C(CC)NC1=NC=CC(=C1N)C1=C(C=C(C=C1)Cl)Cl (N2-(1-cyclopropyl-propyl)-4-(2,4-dichloro-phenyl)-pyridine-2,3-diamine). The yield is 670.2%. As a reaction SMILES: [CH:1]1([CH:4]([NH:7][C:8]2[C:13]([N+:14]([O-])=O)=[C:12]([C:17]3[CH:22]=[CH:21][C:20]([Cl:23])=[CH:19][C:18]=3[Cl:24])[CH:11]=[CH:10][N:9]=2)[CH2:5][CH3:6])[CH2:3][CH2:2]1.[O-]S(S([O-])=O)=O.[Na+].[Na+]>>[CH:1]1([CH:4]([NH:7][C:8]2[C:13]([NH2:14])=[C:12]([C:17]3[CH:22]=[CH:21][C:20]([Cl:23])=[CH:19][C:18]=3[Cl:24])[CH:11]=[CH:10][N:9]=2)[CH2:5][CH3:6])[CH2:3][CH2:2]1 |f:1.2.3|. Procedure: (1-Cyclopropyl-propyl)-[4-(2,4-dichloro-phenyl)-3-nitro-pyridin-2-yl]-amine (0.26 g, 0.71 mmol) and Na2S2O4 (1.00 g, 5.72 mmol) were treated substantially as described in Part E of Example 9 to yield 1.60 g (75%) of crude N2-(1-cyclopropyl-propyl)-4-(2,4-dichloro-phenyl)-pyridine-2,3-diamine: MS (AP) m/z 336.3 [(M+H)+, 98]. Starting materials: Cl.Cl.NC=1NC=2NCC(NC2C(N1)=O)C(C(C)O)O (2-amino-6-(1,2-dihydroxy-propyl)-5,6,7,8-tetrahydro-1H-pteridin-4-one dihydrochloride), C(=O)(OC(C)(C)C)N[C@@H](C(C)C)C(=O)O (N-Boc-L-Valine), C1CCC(CC1)N=C=NC2CCCCC2 (DCC). Solvent: N1=CC=CC=C1 (pyridine), C(Cl)Cl (DCM), C(Cl)Cl (DCM). Conditions: time 1 hour. Yields the product C(C)(C)(C)OC(NC(C(C)C)C(=O)N1C=2C(N=C(NC2NCC1C(C(C)O)O)N)=O)=O ({1-[2-Amino-6-(1,2-dihydroxy-propyl)-4-oxo-4,6,7,8-tetrahydro-1H-pteridine-5-carbonyl]-2-methyl-propyl}-carbamic acid tert-butyl ester). The yield is 76.1%. Reaction SMILES: [C:1]([NH:8][C@H:9]([C:13]([OH:15])=O)[CH:10]([CH3:12])[CH3:11])([O:3][C:4]([CH3:7])([CH3:6])[CH3:5])=[O:2].C1CCC(N=C=NC2CCCCC2)CC1.Cl.Cl.[NH2:33][C:34]1[NH:35][C:36]2[NH:37][CH2:38][CH:39]([CH:45]([OH:49])[CH:46]([OH:48])[CH3:47])[NH:40][C:41]=2[C:42](=[O:44])[N:43]=1>C(Cl)Cl.N1C=CC=CC=1>[C:4]([O:3][C:1](=[O:2])[NH:8][CH:9]([C:13]([N:40]1[CH:39]([CH:45]([OH:49])[CH:46]([OH:48])[CH3:47])[CH2:38][NH:37][C:36]2[NH:35][C:34]([NH2:33])=[N:43][C:42](=[O:44])[C:41]1=2)=[O:15])[CH:10]([CH3:11])[CH3:12])([CH3:5])([CH3:6])[CH3:7] |f:2.3.4|. Procedure: To a stirred solution of N-Boc-L-Valine (4.56 g, 21 mmol) in DCM (15 ml) at 0° C. was added a solution of DCC (2.17 g, 10.5 mmol) in DCM (10 ml). The resulting solution was stirred for 1 h after which a white precipitate formed. The white solid was filtered and filtrate added to a stirred solution of 2-amino-6-(1,2-dihydroxy-propyl)-5,6,7,8-tetrahydro-1H-pteridin-4-one dihydrochloride (3.0 g, 9.55 mmol) dissolved in pyridine (80 mL). The mixture was stirred at room temperature under an atmospher... Reactants: [H-].[Na+] (sodium hydride), [Cl-].[NH4+] (ammonium chloride), CC1=CC=C(C=C1)S(=O)(=O)OCCC(C)(C)O (3-hydroxy-3-methylbutyl 4-methylbenzene sulfonate), BrC=1C(=CC(=NC1)O)C (5-bromo-2-hydroxy-4-methylpyridine). The solvent is CN(C=O)C (N,N-dimethylformamide). Conditions: time 30 minute. Product: BrC=1C(=CC(=NC1)OCCC(C)(O)C)C (4-(5-bromo-4-methylpyridin-2-yloxy)-2-methylbutan-2-ol). Yield: 63.1%. RXN SMILES: [H-].[Na+].[Br:3][C:4]1[C:5]([CH3:11])=[CH:6][C:7]([OH:10])=[N:8][CH:9]=1.CC1C=CC(S(O[CH2:23][CH2:24][C:25]([OH:28])([CH3:27])[CH3:26])(=O)=O)=CC=1.[Cl-].[NH4+]>CN(C)C=O>[Br:3][C:4]1[C:5]([CH3:11])=[CH:6][C:7]([O:10][CH2:23][CH2:24][C:25]([CH3:27])([OH:28])[CH3:26])=[N:8][CH:9]=1 |f:0.1,4.5|. Reported procedure: To a suspension of sodium hydride (to which about 40% of a mineral oil was added, 0.23 g) in N,N-dimethylformamide (10 mL), 5-bromo-2-hydroxy-4-methylpyridine (1.00 g) was added under ice-cooling and the resultant reaction mixture was stirred for 30 minutes. To the reaction mixture, 3-hydroxy-3-methylbutyl 4-methylbenzene sulfonate (1.51 g) was added and the resultant reaction mixture was stirred at 60° C. for 4 hours. To the reaction mixture, a aqueous solution of saturated ammonium chloride wa... The reactants are CCCCCC(O)CCN1C(=O)CS(=O)C1CCCCCCC(=O)O, CCCOCC(O)CCN1C(=O)CS(=O)C1CCCCCCC(=O)O. Product: CCCOCC(O)CCN1C(=O)CS(=O)(=O)C1CCCCCCC(=O)O. Reaction SMILES: [OH:1][CH:2]([CH2:3][CH2:4][CH2:5][CH2:6][CH3:7])[CH2:8][CH2:9][N:10]1[C:11](=[O:12])[CH2:13][S:14](=[O:15])[CH:16]1[CH2:17][CH2:18][CH2:19][CH2:20][CH2:21][CH2:22][C:23]([OH:24])=[O:25].[OH:26][CH:27]([CH2:28][CH2:29][N:30]1[CH:31]([CH2:37][CH2:38][CH2:39][CH2:40][CH2:41][CH2:42][C:43](=[O:44])[OH:45])[S:32](=[O:36])[CH2:33][C:34]1=[O:35])[CH2:46][O:47][CH2:48][CH2:49][CH3:50]>>[O:1]=[S:32]1(=[O:36])[CH:31]([CH2:37][CH2:38][CH2:39][CH2:40][CH2:41][CH2:42][C:43](=[O:44])[OH:45])[N:30]([CH2:29][CH2:28][CH:27]([OH:26])[CH2:46][O:47][CH2:48][CH2:49][CH3:50])[C:34](=[O:35])[CH2:33]1.